From a dataset of the Open Reaction Database (ORD), a public repository of structured organic reaction records. describe an organic reaction: reactants, conditions, products, and yield The reactants are S1C(NCC1)=O (2-thiazolidinone), C([O-])([O-])=O.[K+].[K+] (potassium carbonate), C(O)([O-])=O.[K+] (potassium hydrogen carbonate), BrCC1=C(C#N)C=CC=C1 (2-bromomethylbenzonitrile). The solvent is C(C(C)C)C(=O)C (methyl isobutyl ketone), O (water), O (water). Reaction conditions: time 30 minute. Product: C(#N)C1=C(C=CC=C1)CN1C(SCC1)=O (3-(2-cyanophenylmethyl)-2-thiazolidinone). RXN SMILES: [S:1]1[CH2:5][CH2:4][NH:3][C:2]1=[O:6].C(=O)([O-])[O-].[K+].[K+].C(=O)([O-])O.[K+].Br[CH2:19][C:20]1[CH:27]=[CH:26][CH:25]=[CH:24][C:21]=1[C:22]#[N:23]>C(C(C)=O)C(C)C.O>[C:22]([C:21]1[CH:24]=[CH:25][CH:26]=[CH:27][C:20]=1[CH2:19][N:3]1[CH2:4][CH2:5][S:1][C:2]1=[O:6])#[N:23] |f:1.2.3,4.5|. Reported procedure: A mixture containing 3.09 g (0.03 mol) of 2-thiazolidinone, 11.2 g (0.081 mol) of potassium carbonate, 1.8 g (0.018 mol) of potassium hydrogen carbonate, 0.5 ml (0.027 mol) of water and 6.47 g (0.033 mol) of 2-bromomethylbenzonitrile in 30 ml of methyl isobutyl ketone is refluxed for 5 hours, then cooled down. After adding 30 ml of water the mixture is stirred for 30 minutes, the insoluble precipitate is filtered off, washed twice with 10 ml of water each and dried. After recrystallizing 4.71 g ... Reactants: [Na+], O=CC(O)C(O)C(O)CO, [OH-]. Yields the product OCC(O)C(O)C(O)CO. Reaction SMILES: [Na+:2].[O:3]=[CH:4][CH:5]([OH:6])[CH:7]([OH:8])[CH:9]([OH:10])[CH2:11][OH:12].[OH-:1]>>[OH:3][CH2:4][CH:5]([OH:6])[CH:7]([OH:8])[CH:9]([OH:10])[CH2:11][OH:12].